This data is from the Open Reaction Database (ORD), a public repository of structured organic reaction records. The task is: describe an organic reaction: reactants, conditions, products, and yield Reactants: C(C)(=O)NC=1C=C2CCC(OC2=CC1)CC(=O)OCC (ethyl 2-(6-acetamidochroman-2-yl)acetate), CO (methanol), [OH-].[Na+] (sodium hydroxide), Cl (hydrochloric acid). Run in C([O-])(O)=O.[Na+] (sodium bicarbonate). Reaction conditions: time 2 hour. Yields the product C(C)(=O)NC=1C=C2CCC(OC2=CC1)CC(=O)O (2-(6-acetamidochroman-2-yl)acetic acid). RXN SMILES: [C:1]([NH:4][C:5]1[CH:6]=[C:7]2[C:12](=[CH:13][CH:14]=1)[O:11][CH:10]([CH2:15][C:16]([O:18]CC)=[O:17])[CH2:9][CH2:8]2)(=[O:3])[CH3:2].CO.[OH-].[Na+].Cl>C(=O)(O)[O-].[Na+]>[C:1]([NH:4][C:5]1[CH:6]=[C:7]2[C:12](=[CH:13][CH:14]=1)[O:11][CH:10]([CH2:15][C:16]([OH:18])=[O:17])[CH2:9][CH2:8]2)(=[O:3])[CH3:2] |f:2.3,5.6|. Reported procedure: To the dark brown ethyl 6-acetamidochroman-2-ylacetate of Example 5 was added 3.5 L of methanol and 3.5 L of 1 N aqueous sodium hydroxide. After stirring the reaction mixture for 2 h at room temperature, the methanol was removed from the reaction mixture providing a dark, aqueous residue. The residue was transferred into a separatory funnel and extracted with 3×2 L of methylene chloride. Between each extraction step, the aqueous fraction was distilled to remove any organic solvent. The pH of the... The reactants are O=C([O-])[O-], COCCOC, Clc1ccccn1, [Na+], [Na+], OB(O)c1ccccc1, c1ccc(P(c2ccccc2)(c2ccccc2)[Pd](P(c2ccccc2)(c2ccccc2)c2ccccc2)(P(c2ccccc2)(c2ccccc2)c2ccccc2)P(c2ccccc2)(c2ccccc2)c2ccccc2)cc1. The product is c1ccc(-c2ccccn2)cc1. RXN SMILES: [C:17](=[O:18])([O-:19])[O-:20].[CH3:23][O:24][CH2:25][CH2:26][O:27][CH3:28].[Cl:1][c:2]1[cH:3][cH:4][cH:5][cH:6][n:7]1.[Na+:21].[Na+:22].[OH:8][B:9]([OH:10])[c:11]1[cH:12][cH:13][cH:14][cH:15][cH:16]1.[cH:29]1[cH:30][cH:31][c:32]([P:33]([Pd:34]([P:35]([c:36]2[cH:37][cH:38][cH:39][cH:40][cH:41]2)([c:42]2[cH:43][cH:44][cH:45][cH:46][cH:47]2)[c:48]2[cH:49][cH:50][cH:51][cH:52][cH:53]2)([P:54]([c:55]2[cH:56][cH:57][cH:58][cH:59][cH:60]2)([c:61]2[cH:62][cH:63][cH:64][cH:65][cH:66]2)[c:67]2[cH:68][cH:69][cH:70][cH:71][cH:72]2)[P:73]([c:74]2[cH:75][cH:76][cH:77][cH:78][cH:79]2)([c:80]2[cH:81][cH:82][cH:83][cH:84][cH:85]2)[c:86]2[cH:87][cH:88][cH:89][cH:90][cH:91]2)([c:92]2[cH:93][cH:94][cH:95][cH:96][cH:97]2)[c:98]2[cH:99][cH:100][cH:101][cH:102][cH:103]2)[cH:104][cH:105]1>>[c:2]1(-[c:11]2[cH:12][cH:13][cH:14][cH:15][cH:16]2)[cH:3][cH:4][cH:5][cH:6][n:7]1. The reactants are C1CCOC1, CCOC(=O)N=NC(=O)OCC, Oc1ccccc1I, OCCc1ccsc1. The product is Ic1ccccc1OCCc1ccsc1. RXN SMILES: [CH2:29]1[O:30][CH2:31][CH2:32][CH2:33]1.[O:17]=[C:18]([O:19][CH2:20][CH3:21])[N:22]=[N:23][C:24]([O:25][CH2:26][CH3:27])=[O:28].[OH:1][c:2]1[cH:3][cH:4][cH:5][cH:6][c:7]1[I:8].[s:9]1[cH:10][c:11]([CH2:14][CH2:15][OH:16])[cH:12][cH:13]1>>[O:1]([c:2]1[cH:3][cH:4][cH:5][cH:6][c:7]1[I:8])[CH2:15][CH2:14][c:11]1[cH:10][s:9][cH:13][cH:12]1. Reactants: CCCCP(CCCC)CCCC, Cc1c(-c2cnc3ccccn23)sc(C(=O)O)c1O, CO, CC(C)OC(=O)N=NC(=O)OC(C)C, C1CCOC1, OCc1ccccc1. Product: Cc1c(-c2cnc3ccccn23)sc(C(=O)O)c1OCc1ccccc1. RXN SMILES: [CH2:28]([P:29]([CH2:30][CH2:31][CH2:32][CH3:33])[CH2:34][CH2:35][CH2:36][CH3:37])[CH2:38][CH2:39][CH3:40].[CH3:1][c:2]1[c:3]([OH:19])[c:4]([C:16](=[O:17])[OH:18])[s:5][c:6]1-[c:7]1[cH:8][n:9][c:10]2[n:11]1[cH:12][cH:13][cH:14][cH:15]2.[CH3:60][OH:61].[O:41]=[C:42]([O:43][CH:44]([CH3:45])[CH3:46])[N:47]=[N:48][C:49]([O:50][CH:51]([CH3:52])[CH3:53])=[O:54].[O:55]1[CH2:56][CH2:57][CH2:58][CH2:59]1.[OH:20][CH2:21][c:22]1[cH:23][cH:24][cH:25][cH:26][cH:27]1>>[CH3:1][c:2]1[c:3]([O:19][CH2:21][c:22]2[cH:23][cH:24][cH:25][cH:26][cH:27]2)[c:4]([C:16](=[O:17])[OH:18])[s:5][c:6]1-[c:7]1[cH:8][n:9][c:10]2[n:11]1[cH:12][cH:13][cH:14][cH:15]2. Starting materials: OO (H2O2), C(=O)(C(F)(F)F)OC(=O)C(F)(F)F (TFAA), CN(CCNC=1N=[N+](C2=C(N1)C=C1C(=C2)CCCCC1)[O-])C (N1,N1-Dimethyl-N2-(1-oxido-7,8,9,10-tetrahydro-6H-cyclohepta[g][1,2,4]benzotriazin-3-yl)-1,2-ethanediamine), C(=O)(C(F)(F)F)O (TFA). Solvent: N (NH3), C(Cl)Cl (DCM), C(Cl)Cl (DCM). Reaction conditions: temperature 0 celsius, time 5 minute. The product is [N+](=O)([O-])C1=C(C=C2CCCC2=C1)NC(C)=O (N-(6-nitro-2,3-dihydro-1H-inden-5-yl)acetamide). As a reaction SMILES: OO.C(O[C:10]([C:12](F)(F)F)=[O:11])(C(F)(F)F)=O.CN(C)CCNC1N=[N+:23]([O-:36])[C:24]2[CH:30]=[C:29]3CC[CH2:33][CH2:34][CH2:35][C:28]3=[CH:27][C:25]=2[N:26]=1.C(O)(C(F)(F)F)=[O:39]>C(Cl)Cl.N>[N+:23]([C:24]1[CH:30]=[C:29]2[C:28]([CH2:35][CH2:34][CH2:33]2)=[CH:27][C:25]=1[NH:26][C:10](=[O:11])[CH3:12])([O-:36])=[O:39]. Procedure details: H2O2 (70%, 0.31 mL, ca. 6.2 mmol) was added dropwise to a stirred solution of TFAA (0.9 mL, 6.2 mmol) in DCM (10 mL) at 0° C. The solution was stirred at 0° C. for 5 min, warmed to 20° C. for 10 min, then cooled to 0° C. and added to a stirred solution of 1-oxide 188 (186 mg, 0.6 mmol) and TFA (0.24 mL, 3.1 mmol) in DCM (10 mL) at 0° C. The solution was stirred at 20° C. for 16 h, diluted with dilute aqueous NH3 solution (10 mL) and extracted with CHCl3 (4×50 mL). The combined organic fraction w... The reactants are COC=1C=C(C=CC1)O (3-methoxy-phenol), O1CCOC12CCC(CC2)OS(=O)(=O)C2=CC=C(C=C2)C (toluene-4-sulphonic acid-1,4-dioxa-spiro[4.5]dec-8-yl ester). The product is COC=1C=C(OC2CCC(CC2)=O)C=CC1 (4-(3-methoxy-phenoxy)-cyclohexanone). Isolated yield 57.0%. RXN SMILES: [CH3:1][O:2][C:3]1[CH:4]=[C:5]([OH:9])[CH:6]=[CH:7][CH:8]=1.[O:10]1[C:14]2([CH2:19][CH2:18][CH:17](OS(C3C=CC(C)=CC=3)(=O)=O)[CH2:16][CH2:15]2)OCC1>>[CH3:1][O:2][C:3]1[CH:4]=[C:5]([CH:6]=[CH:7][CH:8]=1)[O:9][CH:17]1[CH2:18][CH2:19][C:14](=[O:10])[CH2:15][CH2:16]1. Procedure: 3-methoxy-phenol was reacted with toluene-4-sulphonic acid-1,4-dioxa-spiro[4.5]dec-8-yl ester corresponding to the conditions described in Example 16, step 1. The crude product was subjected, without purification, to an acetal cleavage corresponding to the conditions described in Example 16, step 2. The ketone obtained was purified with diisopropyl ether on a silica gel column. Compound (33) was obtained in a yield of 57% theoretical. Starting materials: CS(=O)(=O)OCC(F)(F)F, CN(C)C=O, CC(C)N1CCN(C(=O)c2ccc3[nH]c(C(=O)N4CCC(F)(F)CC4)cc3c2)CC1, [H-], [Na+]. The product is CC(C)N1CCN(C(=O)c2ccc3c(c2)cc(C(=O)N2CCC(F)(F)CC2)n3CC(F)(F)F)CC1. Reaction SMILES: [CH3:33][S:34]([O:35][CH2:38][C:39]([F:40])([F:41])[F:42])(=[O:36])=[O:37].[CH3:43][N:44]([CH3:45])[CH:46]=[O:47].[F:1][C:2]1([F:30])[CH2:3][CH2:4][N:5]([C:8](=[O:9])[c:10]2[nH:11][c:12]3[cH:13][cH:14][c:15]([C:19](=[O:20])[N:21]4[CH2:22][CH2:23][N:24]([CH:27]([CH3:28])[CH3:29])[CH2:25][CH2:26]4)[cH:16][c:17]3[cH:18]2)[CH2:6][CH2:7]1.[H-:31].[Na+:32]>>[F:1][C:2]1([F:30])[CH2:3][CH2:4][N:5]([C:8](=[O:9])[c:10]2[n:11]([CH2:38][C:39]([F:40])([F:41])[F:42])[c:12]3[cH:13][cH:14][c:15]([C:19](=[O:20])[N:21]4[CH2:22][CH2:23][N:24]([CH:27]([CH3:28])[CH3:29])[CH2:25][CH2:26]4)[cH:16][c:17]3[cH:18]2)[CH2:6][CH2:7]1. Reactants: ClCCOS(=O)(=O)C1=CC=C(C=C1)C (2-chloroethyl-p-toluene sulfonate), [OH-].[Na+] (sodium hydroxide), O (water), resultant product, C1=CC=CC=2C3=CC=CC=C3NC12 (carbazole). Run in CC(=O)C (acetone). The product is ClCCN1C2=CC=CC=C2C=2C=CC=CC12 (N-(2-chloroethyl)carbazole). Isolated yield 43.2%. As a reaction SMILES: [CH:1]1[C:13]2[NH:12][C:11]3[C:6](=[CH:7][CH:8]=[CH:9][CH:10]=3)[C:5]=2[CH:4]=[CH:3][CH:2]=1.[Cl:14][CH2:15][CH2:16]OS(C1C=CC(C)=CC=1)(=O)=O.[OH-].[Na+].O>CC(C)=O>[Cl:14][CH2:15][CH2:16][N:12]1[C:11]2[CH:10]=[CH:9][CH:8]=[CH:7][C:6]=2[C:5]2[C:13]1=[CH:1][CH:2]=[CH:3][CH:4]=2 |f:2.3|. Procedure details: 17.9 g (107 mmol) of carbazole and 500 ml of acetone as solvent were placed in a 1000 ml four-necked flask with a mechanical stirrer and bulb-shaped cooler. To this was added an aqueous solution prepared from 22.0 g (93.7 mmol)of 2-chloroethyl-p-toluene sulfonate, 12.5 g of sodium hydroxide and 9.2 ml of water. The resultant product was heated to 60° C. in a silicone oil bath, and subjected to the reaction for 20 hours. After the reaction was completed, the product was cooled to the ambient temp... Starting materials: [H][H] (hydrogen), ClC=1C(=NC=C(C1OCC)Cl)F (3,5-dichloro-4-ethoxy-2-fluoropyridine), C(C)(=O)[O-].[Na+] (sodium acetate), steel. The reagents and catalysts are [Pd] (palladium on carbon). Run in C(C)O (ethanol). Conditions: temperature 100 celsius, time 4 hour. Yields the product C(C)OC1=CC(=NC=C1)F (4-Ethoxy-2-fluoropyridine). As a reaction SMILES: Cl[C:2]1[C:3]([F:12])=[N:4][CH:5]=[C:6](Cl)[C:7]=1[O:8][CH2:9][CH3:10].C([O-])(=O)C.[Na+].[H][H]>C(O)C.[Pd]>[CH2:9]([O:8][C:7]1[CH:6]=[CH:5][N:4]=[C:3]([F:12])[CH:2]=1)[CH3:10] |f:1.2|. Procedure details: To a solution of 60.5 g (0.31 mol) of 3,5-dichloro-4-ethoxy-2-fluoropyridine and 32.2 g (0.32 mol) of sodium acetate in 400 mL of ethanol in a 1 L stirred steel Parr bomb was added 3 g of 5 percent palladium on carbon catalyst. The reactor was charged with 500 pounds per square inch gauge (3550 kiloPascals) of hydrogen and heated with stirring to 100° C. for 4 hr. The mixture was cooled, filtered, and concentrated by evaporation. The residue was dissolved in ether and the resulting solution was ... Starting materials: [I-].[Li+] (lithium iodide), OC(C(C1SCCCS1)C1=CC=CC=C1)C1=CC(=CC=C1)OCC(=O)OC ((±)-1-hydroxy-1-(3-carbomethoxymethoxyphenyl)-2-phenyl-2-(1,3-dithian-2-yl)-ethane), Cl (HCl). The solvent is N1=CC=CC=C1 (pyridine). The product is OC(C(C1SCCCS1)C1=CC=CC=C1)C1=CC(=CC=C1)OCC(=O)O ((±)-1-hydroxy-1-(3-carboxymethoxyphenyl)-2-phenyl-2-(1,3-dithian-2-yl)-ethane). As a reaction SMILES: [I-].[Li+].[OH:3][CH:4]([C:18]1[CH:23]=[CH:22][CH:21]=[C:20]([O:24][CH2:25][C:26]([O:28]C)=[O:27])[CH:19]=1)[CH:5]([C:12]1[CH:17]=[CH:16][CH:15]=[CH:14][CH:13]=1)[CH:6]1[S:11][CH2:10][CH2:9][CH2:8][S:7]1.Cl>N1C=CC=CC=1>[OH:3][CH:4]([C:18]1[CH:23]=[CH:22][CH:21]=[C:20]([O:24][CH2:25][C:26]([OH:28])=[O:27])[CH:19]=1)[CH:5]([C:12]1[CH:17]=[CH:16][CH:15]=[CH:14][CH:13]=1)[CH:6]1[S:11][CH2:10][CH2:9][CH2:8][S:7]1 |f:0.1|. Procedure details: A solution of anhydrous lithium iodide (2.68 g, 20 mmol, Aldrich) in 25 mL dry pyridine was brought to reflux under a nitrogen atmosphere and treated with (±)-1-hydroxy-1-(3-carbomethoxymethoxyphenyl)-2-phenyl-2-(1,3-dithian-2-yl)-ethane (1.95 g, 5 mmol). The reaction was refluxed for 6 h, then allowed to cool to room temperature under a stream of nitrogen. The solution was poured into 1 N HCl (300 mL), and extracted with ethyl acetate (3×50 mL). The combined ethyl acetate layers were extracted ...